describe an organic reaction: reactants, conditions, products, and yield From a dataset of the Open Reaction Database (ORD), a public repository of structured organic reaction records. As a reaction SMILES: [Br:1][C:2]1[CH:3]=[C:4]([C:12]([C:24]([F:27])([F:26])[F:25])=[CH:13][C:14]([C:16]2[CH:21]=[CH:20][C:19]([CH3:22])=[C:18]([Cl:23])[CH:17]=2)=O)[CH:5]=[C:6]([C:8]([F:11])([F:10])[F:9])[CH:7]=1.[OH-:28].[Na+].S(O)(O)(=O)=O.[NH2:35]O.Cl>[Br-].C([N+](CCCC)(CCCC)CCCC)CCC.C1(C)C=CC=CC=1.O>[Br:1][C:2]1[CH:3]=[C:4]([C:12]2([C:24]([F:27])([F:26])[F:25])[O:28][N:35]=[C:14]([C:16]3[CH:21]=[CH:20][C:19]([CH3:22])=[C:18]([Cl:23])[CH:17]=3)[CH2:13]2)[CH:5]=[C:6]([C:8]([F:11])([F:10])[F:9])[CH:7]=1 |f:1.2,3.4,6.7|. Product: BrC=1C=C(C=C(C1)C(F)(F)F)C1(CC(=NO1)C1=CC(=C(C=C1)C)Cl)C(F)(F)F (5-[3-bromo-5-(trifluoromethyl)phenyl]-3-(3-chloro-4-methylphenyl)-5-trifluoromethyl-4,5-dihydroisoxazole). Solvent: C1(=CC=CC=C1)C (toluene), O (water), O (water). Procedure: Into a solution of 4.02 g of 3-[3-bromo-5-(trifluoromethyl)phenyl]-1-(3-chloro-4-methylphenyl)-4,4,4-trifluoro-2-butene-1-one and 0.82 g of tetrabutylammonium bromide in 23 mL of toluene, a solution of 1.03 g of sodium hydroxide in 2.4 mL of water and a solution of 0.98 g of hydroxylamine sulfate in 3.9 mL of water were dropped while ice-cooling and stirring the solution and after the completion of the dropping, the resultant mixture was stirred at room temperature for 15 hours. After the comple... The reagents and catalysts are [Br-].C(CCC)[N+](CCCC)(CCCC)CCCC (tetrabutylammonium bromide). Reactants: resultant mixture, Cl (hydrochloric acid), BrC=1C=C(C=C(C1)C(F)(F)F)C(=CC(=O)C1=CC(=C(C=C1)C)Cl)C(F)(F)F (3-[3-bromo-5-(trifluoromethyl)phenyl]-1-(3-chloro-4-methylphenyl)-4,4,4-trifluoro-2-butene-1-one), [OH-].[Na+] (sodium hydroxide), S(=O)(=O)(O)O.NO (hydroxylamine sulfate). Yields the product OC(c1ccccc1)c1ccccc1Cl. Reaction SMILES: [BH4-:16].[CH:18]([OH:19])([CH3:20])[CH3:21].[Cl:1][c:2]1[c:3]([C:4](=[O:5])[c:6]2[cH:7][cH:8][cH:9][cH:10][cH:11]2)[cH:12][cH:13][cH:14][cH:15]1.[Na+:17]>>[Cl:1][c:2]1[c:3]([CH:4]([OH:5])[c:6]2[cH:7][cH:8][cH:9][cH:10][cH:11]2)[cH:12][cH:13][cH:14][cH:15]1. Reactants: [BH4-], CC(C)O, O=C(c1ccccc1)c1ccccc1Cl, [Na+]. Reactants: CCOc1cc2c(C)c(CCOS(C)(=O)=O)c(=O)oc2cc1OC, CCO, COc1ccccc1N1CCNCC1, ClC(Cl)Cl. Product: CCOc1cc2c(C)c(CCN3CCN(c4ccccc4OC)CC3)c(=O)oc2cc1OC. RXN SMILES: [CH2:1]([CH3:2])[O:3][c:4]1[c:5]([O:23][CH3:24])[cH:6][c:7]2[c:8]([c:9]([CH3:21])[c:10]([CH2:14][CH2:15][O:16][S:17]([CH3:18])(=[O:19])=[O:20])[c:11](=[O:13])[o:12]2)[cH:22]1.[CH2:43]([OH:44])[CH3:45].[CH3:25][O:26][c:27]1[c:28]([N:33]2[CH2:34][CH2:35][NH:36][CH2:37][CH2:38]2)[cH:29][cH:30][cH:31][cH:32]1.[CH:39]([Cl:40])([Cl:41])[Cl:42]>>[CH2:1]([CH3:2])[O:3][c:4]1[c:5]([O:23][CH3:24])[cH:6][c:7]2[c:8]([c:9]([CH3:21])[c:10]([CH2:14][CH2:15][N:36]3[CH2:35][CH2:34][N:33]([c:28]4[c:27]([O:26][CH3:25])[cH:32][cH:31][cH:30][cH:29]4)[CH2:38][CH2:37]3)[c:11](=[O:13])[o:12]2)[cH:22]1. Reactants: solution, FC(C=1C=C(C=CC1)NC(C(C1=CC=CC=C1)Cl)=O)(F)F (N-(3-trifluoromethylphenyl)-2-chloro-2-phenylacetamide), C(C)N (ethylamine), [I-].[K+] (potassium iodide). The solvent is CCCCCC.C(C)(=O)OCC (hexane ethyl acetate). Product: FC(C=1C=C(C=CC1)NC(C(C1=CC=CC=C1)NCC)=O)(F)F (N-(3-trifluoromethylphenyl)-2-ethylamino-2-phenylacetamide). Yield: 89.0%. Reaction SMILES: [F:1][C:2]([F:21])([F:20])[C:3]1[CH:4]=[C:5]([NH:9][C:10](=[O:19])[CH:11](Cl)[C:12]2[CH:17]=[CH:16][CH:15]=[CH:14][CH:13]=2)[CH:6]=[CH:7][CH:8]=1.[CH2:22]([NH2:24])[CH3:23].[I-].[K+]>CCCCCC.C(OCC)(=O)C>[F:1][C:2]([F:21])([F:20])[C:3]1[CH:4]=[C:5]([NH:9][C:10](=[O:19])[CH:11]([NH:24][CH2:22][CH3:23])[C:12]2[CH:17]=[CH:16][CH:15]=[CH:14][CH:13]=2)[CH:6]=[CH:7][CH:8]=1 |f:2.3,4.5|. Procedure: An ethanolic (200 mL) solution of N-(3-trifluoromethylphenyl)-2-chloro-2-phenylacetamide (200.0 grams, 0.06 mol) and 70% aqueous ethylamine (75 mL, excess) and potassium iodide (1.0 gram, catalytic) was stirred at room temperature. The reaction was followed by thin layer chromatography (3:1 hexane-ethyl acetate). The mixture was worked up by removing the ethanol and the excess ethyl amine in a rotary evaporator. The residue was redissolved in fresh ethanol and concentrated hydrochloric acid (exc... Starting materials: CCOC(C)=O, CCOC(C)=O, Cl, COCCCCc1c(C(=O)N(CC(C)C)C2CC(C(=O)N3CCOCC3)CN(C(=O)OC(C)(C)C)C2)nnn1-c1ccccc1F. Yields the product Cl, COCCCCc1c(C(=O)N(CC(C)C)C2CNCC(C(=O)N3CCOCC3)C2)nnn1-c1ccccc1F. As a reaction SMILES: [C:47]([O:48][CH2:49][CH3:50])(=[O:51])[CH3:52].[CH3:54][CH2:55][O:56][C:57](=[O:58])[CH3:59].[ClH:53].[F:1][c:2]1[c:3](-[n:8]2[n:9][n:10][c:11]([C:19](=[O:20])[N:21]([CH:22]3[CH2:23][N:24]([C:36]([O:37][C:38]([CH3:39])([CH3:40])[CH3:41])=[O:42])[CH2:25][CH:26]([C:28](=[O:29])[N:30]4[CH2:31][CH2:32][O:33][CH2:34][CH2:35]4)[CH2:27]3)[CH2:43][CH:44]([CH3:45])[CH3:46])[c:12]2[CH2:13][CH2:14][CH2:15][CH2:16][O:17][CH3:18])[cH:4][cH:5][cH:6][cH:7]1>>[ClH:53].[F:1][c:2]1[c:3](-[n:8]2[n:9][n:10][c:11]([C:19](=[O:20])[N:21]([CH:22]3[CH2:23][NH:24][CH2:25][CH:26]([C:28](=[O:29])[N:30]4[CH2:31][CH2:32][O:33][CH2:34][CH2:35]4)[CH2:27]3)[CH2:43][CH:44]([CH3:45])[CH3:46])[c:12]2[CH2:13][CH2:14][CH2:15][CH2:16][O:17][CH3:18])[cH:4][cH:5][cH:6][cH:7]1. Reactants: C[C@H]1[C@@H]2C(O[C@H](CC1)C2)=O ((1R,2R,5R)-2-methyl-6-oxabicyclo[3.2.1]octan-7-one), CC[O-].[Na+] (EtONa). The solvent is C(C)O (ethanol), C(C)O (ethanol). The product is O[C@@H]1CC[C@H]([C@@H](C1)C(=O)OCC)C (Ethyl (1R,2R,5R)-5hydroxy-2-methylcyclohexane-1-carboxylate). As a reaction SMILES: [CH3:1][C@@H:2]1[CH2:8][CH2:7][C@@H:6]2[CH2:9][C@H:3]1[C:4](=[O:10])[O:5]2.[CH3:11][CH2:12][O-:13].[Na+]>C(O)C>[OH:13][C@H:12]1[CH2:9][C@@H:3]([C:4]([O:5][CH2:6][CH3:7])=[O:10])[C@H:2]([CH3:8])[CH2:1][CH2:11]1 |f:1.2|. Procedure: reacting said (1R,2R,5R)-2-methyl-6-oxabicyclo[3.2.1]octan-7-one (9) with with EtONa and ethanol, or with Na and ethanol to produce ethyl (1R,2R,5R)-5-hydroxy-2-methylcyclohexane-1-carboxylate (10), The reactants are C(C)OC(=O)C1=CC2=C(N=CN=C2OC2=C(C=C(C=C2)NC(=O)C2(CC2)C(NC2=CC=C(C=C2)F)=O)F)N1COCC[Si](C)(C)C (4-(2-fluoro-4-{[1-(4-fluoro-phenylcarbamoyl)-cyclopropanecarbonyl]-amino}-phenoxy)-7-(2-trimethylsilanyl-ethoxymethyl)-7H-pyrrolo[2,3-d]pyrimidine-6-carboxylic acid ethyl ester), [F-].C(CCC)[N+](CCCC)(CCCC)CCCC (tetrabutylammonium fluoride). Run in C(C)(=O)OCC (ethyl acetate). Conditions: time 8 hour. The product is FC1=C(OC=2C3=C(N=CN2)N(C(=C3)C(=O)O)COCC[Si](C)(C)C)C=CC(=C1)NC(=O)C1(CC1)C(NC1=CC=C(C=C1)F)=O (4-(2-fluoro-4-{[1-(4-fluoro-phenylcarbamoyl)-cyclopropanecarbonyl]-amino}-phenoxy)-7-(2-trimethylsilanyl-ethoxymethyl)-7H-pyrrolo[2,3-d]pyrimidine-6-carboxylic acid). Yield: 77.0%. Reaction SMILES: C([O:3][C:4]([C:6]1[N:38]([CH2:39][O:40][CH2:41][CH2:42][Si:43]([CH3:46])([CH3:45])[CH3:44])[C:9]2[N:10]=[CH:11][N:12]=[C:13]([O:14][C:15]3[CH:20]=[CH:19][C:18]([NH:21][C:22]([C:24]4([C:27](=[O:36])[NH:28][C:29]5[CH:34]=[CH:33][C:32]([F:35])=[CH:31][CH:30]=5)[CH2:26][CH2:25]4)=[O:23])=[CH:17][C:16]=3[F:37])[C:8]=2[CH:7]=1)=[O:5])C.[F-].C([N+](CCCC)(CCCC)CCCC)CCC>C(OCC)(=O)C>[F:37][C:16]1[CH:17]=[C:18]([NH:21][C:22]([C:24]2([C:27](=[O:36])[NH:28][C:29]3[CH:30]=[CH:31][C:32]([F:35])=[CH:33][CH:34]=3)[CH2:25][CH2:26]2)=[O:23])[CH:19]=[CH:20][C:15]=1[O:14][C:13]1[C:8]2[CH:7]=[C:6]([C:4]([OH:5])=[O:3])[N:38]([CH2:39][O:40][CH2:41][CH2:42][Si:43]([CH3:46])([CH3:45])[CH3:44])[C:9]=2[N:10]=[CH:11][N:12]=1 |f:1.2|. Procedure details: To a round bottom flask equipped with a magnetic stir bar was added 4-(2-fluoro-4-{[1-(4-fluoro-phenylcarbamoyl)-cyclopropanecarbonyl]-amino}-phenoxy)-7-(2-trimethylsilanyl-ethoxymethyl)-7H-pyrrolo[2,3-d]pyrimidine-6-carboxylic acid ethyl ester (0.069 g, 0.10 mmol, 1.0 eq.), and a 1M tetrabutylammonium fluoride solution (5 ml). The reaction was allowed to stir at overnight. The reaction was diluted with ethyl acetate, washed with (2×) H2O (50 ml), 1M HCl (2×), sat'd NaCl (1×), dried (Na2SO4), an... Starting materials: CCc1nc2c(Cl)ccc(OCC(=O)OC)c2c(OC(F)F)c1Cc1ccc(C(=O)C(C)C)cc1, [Li+], C1CCOC1, [OH-], O. The product is CCc1nc2c(Cl)ccc(OCC(=O)O)c2c(OC(F)F)c1Cc1ccc(C(=O)C(C)C)cc1. As a reaction SMILES: [CH3:1][O:2][C:3]([CH2:4][O:5][c:6]1[c:7]2[c:8]([O:31][CH:32]([F:33])[F:34])[c:9]([CH2:19][c:20]3[cH:21][cH:22][c:23]([C:26]([CH:27]([CH3:28])[CH3:29])=[O:30])[cH:24][cH:25]3)[c:10]([CH2:17][CH3:18])[n:11][c:12]2[c:13]([Cl:16])[cH:14][cH:15]1)=[O:35].[Li+:36].[O:38]1[CH2:39][CH2:40][CH2:41][CH2:42]1.[OH-:37].[OH2:43]>>[O:2]=[C:3]([CH2:4][O:5][c:6]1[c:7]2[c:8]([O:31][CH:32]([F:33])[F:34])[c:9]([CH2:19][c:20]3[cH:21][cH:22][c:23]([C:26]([CH:27]([CH3:28])[CH3:29])=[O:30])[cH:24][cH:25]3)[c:10]([CH2:17][CH3:18])[n:11][c:12]2[c:13]([Cl:16])[cH:14][cH:15]1)[OH:35]. Reactants: O=C([O-])O, CC(=O)O[BH-](OC(C)=O)OC(C)=O, CCCCN(CC(OC)OC)C(=O)CCOCCc1cccc(CCN2CCC3(CC2)CN(C(=O)c2csc(C(C)C)n2)CCO3)c1, C1CCOC1, CN1CCCC1=O, Cl, NCCc1ccc(O)c2c1OCC(=O)N2, [Na+], [Na+], O, O, Cc1ccc(S(=O)(=O)O)cc1. The product is CCCCN(CCNCCc1ccc(O)c2c1OCC(=O)N2)C(=O)CCOCCc1cccc(CCN2CCC3(CC2)CN(C(=O)c2csc(C(C)C)n2)CCO3)c1. As a reaction SMILES: [C:76](=[O:77])([OH:78])[O-:79].[C:81]([O:82][BH-:83]([O:84][C:85](=[O:86])[CH3:87])[O:88][C:89](=[O:90])[CH3:91])(=[O:92])[CH3:93].[CH2:13]([CH2:14][CH2:15][CH3:16])[N:17]([C:18]([CH2:19][CH2:20][O:21][CH2:22][CH2:23][c:24]1[cH:25][c:26]([CH2:30][CH2:31][N:32]2[CH2:33][CH2:34][C:35]3([CH2:36][N:37]([C:41](=[O:42])[c:43]4[n:44][c:45]([CH:48]([CH3:49])[CH3:50])[s:46][cH:47]4)[CH2:38][CH2:39][O:40]3)[CH2:51][CH2:52]2)[cH:27][cH:28][cH:29]1)=[O:53])[CH2:54][CH:55]([O:56][CH3:57])[O:58][CH3:59].[CH2:95]1[O:96][CH2:97][CH2:98][CH2:99]1.[CH3:100][N:101]1[CH2:102][CH2:103][CH2:104][C:105]1=[O:106].[ClH:60].[NH2:61][CH2:62][CH2:63][c:64]1[cH:65][cH:66][c:67]([OH:75])[c:68]2[c:69]1[O:70][CH2:71][C:72](=[O:74])[NH:73]2.[Na+:80].[Na+:94].[OH2:107].[OH2:1].[c:2]1([CH3:3])[cH:4][cH:5][c:6]([S:7]([OH:8])(=[O:9])=[O:10])[cH:11][cH:12]1>>[CH2:13]([CH2:14][CH2:15][CH3:16])[N:17]([C:18]([CH2:19][CH2:20][O:21][CH2:22][CH2:23][c:24]1[cH:25][c:26]([CH2:30][CH2:31][N:32]2[CH2:33][CH2:34][C:35]3([CH2:36][N:37]([C:41](=[O:42])[c:43]4[n:44][c:45]([CH:48]([CH3:49])[CH3:50])[s:46][cH:47]4)[CH2:38][CH2:39][O:40]3)[CH2:51][CH2:52]2)[cH:27][cH:28][cH:29]1)=[O:53])[CH2:54][CH2:55][NH:61][CH2:62][CH2:63][c:64]1[cH:65][cH:66][c:67]([OH:75])[c:68]2[c:69]1[O:70][CH2:71][C:72](=[O:74])[NH:73]2. The reactants are BrC1=NN2C(C=CC(=C2)COC2=CC=C(C=C2)[C@H](CC(=O)OCC)C#CC)=N1 (ethyl (3S)-3-[4-[(2-bromo-[1,2,4]triazolo[1,5-a]pyridin-6-yl)methoxy]phenyl]hex-4-ynoate), CC1(OB(OC1(C)C)C1=CC=C(C#N)C=C1)C (4-(4,4,5,5-tetramethyl-[1,3,2]dioxaborolan-2-yl)-benzonitrile), C(=O)([O-])[O-].[K+].[K+] (K2CO3). Reagents/catalysts: C=1C=CC(=CC1)[P](C=2C=CC=CC2)(C=3C=CC=CC3)[Pd]([P](C=4C=CC=CC4)(C=5C=CC=CC5)C=6C=CC=CC6)([P](C=7C=CC=CC7)(C=8C=CC=CC8)C=9C=CC=CC9)[P](C=1C=CC=CC1)(C=1C=CC=CC1)C=1C=CC=CC1 (Pd(PPh3)4). The solvent is O1CCOCC1 (dioxane). Run at temperature 100 celsius. Yields the product C(C)OC(C[C@H](C#CC)C1=CC=C(C=C1)OCC=1C=CC=2N(C1)N=C(N2)C2=CC=C(C=C2)C#N)=O ((S)-3-{4-[2-(4-Cyano-phenyl)-[1,2,4]triazolo[1,5-a]pyridin-6-ylmethoxy]-phenyl}-hex-4-ynoic acid ethyl ester). Yield: 73.2%. RXN SMILES: Br[C:2]1[N:28]=[C:5]2[CH:6]=[CH:7][C:8]([CH2:10][O:11][C:12]3[CH:17]=[CH:16][C:15]([C@@H:18]([C:25]#[C:26][CH3:27])[CH2:19][C:20]([O:22][CH2:23][CH3:24])=[O:21])=[CH:14][CH:13]=3)=[CH:9][N:4]2[N:3]=1.CC1(C)C(C)(C)OB([C:37]2[CH:44]=[CH:43][C:40]([C:41]#[N:42])=[CH:39][CH:38]=2)O1.C([O-])([O-])=O.[K+].[K+]>O1CCOCC1.C1C=CC([P]([Pd]([P](C2C=CC=CC=2)(C2C=CC=CC=2)C2C=CC=CC=2)([P](C2C=CC=CC=2)(C2C=CC=CC=2)C2C=CC=CC=2)[P](C2C=CC=CC=2)(C2C=CC=CC=2)C2C=CC=CC=2)(C2C=CC=CC=2)C2C=CC=CC=2)=CC=1>[CH2:23]([O:22][C:20](=[O:21])[CH2:19][C@@H:18]([C:15]1[CH:16]=[CH:17][C:12]([O:11][CH2:10][C:8]2[CH:7]=[CH:6][C:5]3[N:4]([N:3]=[C:2]([C:37]4[CH:44]=[CH:43][C:40]([C:41]#[N:42])=[CH:39][CH:38]=4)[N:28]=3)[CH:9]=2)=[CH:13][CH:14]=1)[C:25]#[C:26][CH3:27])[CH3:24] |f:2.3.4,^1:61,63,82,101|. Procedure details: To a stirred solution of ethyl (3S)-3-[4-[(2-bromo-[1,2,4]triazolo[1,5-a]pyridin-6-yl)methoxy]phenyl]hex-4-ynoate (0.25 g, 0.57 mmol) and 4-(4,4,5,5-tetramethyl-[1,3,2]dioxaborolan-2-yl)-benzonitrile (0.14 g, 0.5 mmol) in dioxane (115 mL) is added K2CO3 (0.15 g, 1.134 mmol). The mixture is purged with argon for 30 minutes, Pd(PPh3)4 (0.032 g, 0.027 mmol) is added and the mixture is heated at 100° C. for 5 hours. The reaction mixture is cooled to room temperature, filtered through diatomaceous ea...